This data is from the Open Reaction Database (ORD), a public repository of structured organic reaction records. The task is: describe an organic reaction: reactants, conditions, products, and yield Reactants: BrC1=CC=C(C2=CC=CC=C12)CC(=O)O (4-bromonaphth-1-ylacetic acid), COC1=C(C=C(N)C=C1)N1CCN(CC1)C (4-methoxy-3-(4-methylpiperazin-1-yl)aniline). Product: BrC1=CC=C(C2=CC=CC=C12)CC(=O)NC1=CC(=C(C=C1)OC)N1CCN(CC1)C (4-Bromo-N-[4-methoxy-3-(4-methylpiperizin-1-yl)phenyl]naphth-1-yl Acetamide). As a reaction SMILES: [Br:1][C:2]1[C:11]2[C:6](=[CH:7][CH:8]=[CH:9][CH:10]=2)[C:5]([CH2:12][C:13]([OH:15])=O)=[CH:4][CH:3]=1.[CH3:16][O:17][C:18]1[CH:24]=[CH:23][C:21]([NH2:22])=[CH:20][C:19]=1[N:25]1[CH2:30][CH2:29][N:28]([CH3:31])[CH2:27][CH2:26]1>>[Br:1][C:2]1[C:11]2[C:6](=[CH:7][CH:8]=[CH:9][CH:10]=2)[C:5]([CH2:12][C:13]([NH:22][C:21]2[CH:23]=[CH:24][C:18]([O:17][CH3:16])=[C:19]([N:25]3[CH2:26][CH2:27][N:28]([CH3:31])[CH2:29][CH2:30]3)[CH:20]=2)=[O:15])=[CH:4][CH:3]=1. Procedure details: The title compound was prepared from 4-bromonaphth-1-ylacetic acid (J. Org. Chem., 1951, 16, 1588) and 4-methoxy-3-(4-methylpiperazin-1-yl)aniline (EP0533268A1) following a similar procedure to Example 1. The reactants are CC(C)(C)[Si](C)(C)OCCCCCCBr, CS(C)=O, C1CCOC1. Product: C#CCCCCCCO[Si](C)(C)C(C)(C)C. Reaction SMILES: [Br:1][CH2:2][CH2:3][CH2:4][CH2:5][CH2:6][CH2:7][O:8][Si:9]([CH3:10])([CH3:11])[C:12]([CH3:13])([CH3:14])[CH3:15].[CH3:21][S:22](=[O:23])[CH3:24].[O:16]1[CH2:17][CH2:18][CH2:20][CH2:19]1>>[CH2:2]([CH2:3][CH2:4][CH2:5][CH2:6][CH2:7][O:8][Si:9]([CH3:10])([CH3:11])[C:12]([CH3:13])([CH3:14])[CH3:15])[C:17]#[CH:18]. Reactants: C1(=CC=CC=C1)C1=NN=C2CC(NC3=C(N12)C=CC=C3)=O (1-phenyl-4H,6H-2,3,6,10b-tetraaza-benzo[e]azulen-5-one), [H-].[Na+] (sodium hydride), BrCC(=O)N(C1=CC=CC=C1)C(C)C (2-bromo-N-isopropyl-N-phenyl-acetamide). The solvent is CN(C)C=O (DMF), CN(C)C=O (DMF), [Cl-].[Na+].O (brine). Run at time 40 minute. The product is C(C)(C)N(C(CN1C2=C(N3C(=NN=C3CC1=O)C1=CC=CC=C1)C=CC=C2)=O)C2=CC=CC=C2 (N-isopropyl-2-(5-oxo-1-phenyl-4,5-dihydro-2,3,6,10b-tetraaza-benzo[e]azulen-6-yl)-N-phenyl-acetamide). The yield is 72.4%. As a reaction SMILES: [C:1]1([C:7]2[N:16]3[C:10]([CH2:11][C:12](=[O:21])[NH:13][C:14]4[CH:20]=[CH:19][CH:18]=[CH:17][C:15]=43)=[N:9][N:8]=2)[CH:6]=[CH:5][CH:4]=[CH:3][CH:2]=1.[H-].[Na+].Br[CH2:25][C:26]([N:28]([CH:35]([CH3:37])[CH3:36])[C:29]1[CH:34]=[CH:33][CH:32]=[CH:31][CH:30]=1)=[O:27]>CN(C=O)C.[Cl-].[Na+].O>[CH:35]([N:28]([C:29]1[CH:34]=[CH:33][CH:32]=[CH:31][CH:30]=1)[C:26](=[O:27])[CH2:25][N:13]1[C:12](=[O:21])[CH2:11][C:10]2[N:16]([C:7]([C:1]3[CH:2]=[CH:3][CH:4]=[CH:5][CH:6]=3)=[N:8][N:9]=2)[C:15]2[CH:17]=[CH:18][CH:19]=[CH:20][C:14]1=2)([CH3:37])[CH3:36] |f:1.2,5.6.7|. Procedure: To a solution of 1-phenyl-4H,6H-2,3,6,10b-tetraaza-benzo[e]azulen-5-one (Preparation 4(A)) (2.5 g, 9.05 mmol) in DMF (40 mL) at 0° C. was added sodium hydride (60% in oil, 0.36 g, 9.0 mmol). The reaction was warmed to room temperature and was stirred for 40 minutes. The reaction was cooled to −6° C. and a solution of 2-bromo-N-isopropyl-N-phenyl-acetamide (Preparation 1(A)) (2.55 g, 9.95 mmol) in DMF (20 mL) was added to the reaction mixture dropwise over 0.5 hour, maintaining the internal react... Reactants: C(C)(=O)NC1=CC=C(C(=O)O)C=C1 (4-acetylaminobenzoic acid), C1CCC(CC1)N=C=NC2CCCCC2 (DCC), CS(=O)(=O)OC1=C(C=C(C=C1)C(N)=N)C(C1=CC=CC=C1)=O (4-amidino-2-benzoylphenol methanesulfonate). Solvent: N1=CC=CC=C1 (pyridine). Run at time 30 minute. Product: C(C)(=O)NC1=CC=C(C(=O)OC2=C(C=C(C=C2)C(N)=N)C(C2=CC=CC=C2)=O)C=C1 (4-amidino-2-benzoylphenyl 4-acetylaminobenzoate). Isolated yield 22.4%. RXN SMILES: [C:1]([NH:4][C:5]1[CH:13]=[CH:12][C:8]([C:9]([OH:11])=[O:10])=[CH:7][CH:6]=1)(=[O:3])[CH3:2].C1CCC(N=C=NC2CCCCC2)CC1.CS(O[C:34]1[CH:39]=[CH:38][C:37]([C:40](=[NH:42])[NH2:41])=[CH:36][C:35]=1[C:43](=[O:50])[C:44]1[CH:49]=[CH:48][CH:47]=[CH:46][CH:45]=1)(=O)=O>N1C=CC=CC=1>[C:1]([NH:4][C:5]1[CH:13]=[CH:12][C:8]([C:9]([O:11][C:34]2[CH:39]=[CH:38][C:37]([C:40](=[NH:41])[NH2:42])=[CH:36][C:35]=2[C:43](=[O:50])[C:44]2[CH:49]=[CH:48][CH:47]=[CH:46][CH:45]=2)=[O:10])=[CH:7][CH:6]=1)(=[O:3])[CH3:2]. Procedure details: To a solution of 1.79 g of 4-acetylaminobenzoic acid in 50 ml of dried pyridine, was added 3.1 g of DCC. The mixture was stirred for 30 minutes while being cooled in ice. After addition of 3.36 g of 4-amidino-2-benzoylphenol methanesulfonate, the mixture was further stirred overnight. The reaction mixture was removed of the insolubles and mixed with ethyl ether to obtain a colorless solid substance which on recrystallization from methanol yielded 0.9 g of colorless crystals of 4-amidino-2-benzoy... The reactants are S(=O)(=O)(O)CCO (isethionic acid), methanolic solution, S(C)(=O)(=O)O.NC=1N=NC(=C(N1)N)C1=C(C(=CC=C1)Cl)Cl (3,5-diamino-6-(2,3-dichlorophenyl)-1,2,4-triazine mesylate). Product: S(=O)(=O)(O)CCO.NC=1N=NC(=C(N1)N)C1=C(C(=CC=C1)Cl)Cl (3,5-diamino-6-(2,3-dichlorophenyl)-1,2,4-triazine isethionate). Reaction SMILES: [S:1]([CH2:5][CH2:6][OH:7])([OH:4])(=[O:3])=[O:2].S(O)(=O)(=O)C.[NH2:13][C:14]1[N:15]=[N:16][C:17]([C:21]2[CH:26]=[CH:25][CH:24]=[C:23]([Cl:27])[C:22]=2[Cl:28])=[C:18]([NH2:20])[N:19]=1>>[S:1]([CH2:5][CH2:6][OH:7])([OH:4])(=[O:3])=[O:2].[NH2:13][C:14]1[N:15]=[N:16][C:17]([C:21]2[CH:26]=[CH:25][CH:24]=[C:23]([Cl:27])[C:22]=2[Cl:28])=[C:18]([NH2:20])[N:19]=1 |f:1.2,3.4|. Procedure details: 50 mmol of Amberlite (trade mark) IR-45 (OH) was mixed with 15 mmol (10 ml) aqueous isethionic acid and the resulting material was packed into a column. The column was then washed with methanol. 0.7 g (2 mmol) of a methanolic solution of 3,5-diamino-6-(2,3-dichlorophenyl)-1,2,4-triazine mesylate was eluted through the column. The elutant was evaporated in vacuo and the residue was recrystallised from industrial methylated spirit and gave 3,5-diamino-6-(2,3-dichlorophenyl)-1,2,4-triazine isethion... Reactants: ClCC1=NC=CN=C1 (2-(chloromethyl)pyrazine), N1C(C2(C3=CC=CC=C13)COC1=CC3=C(OCCO3)C=C12)=O (2,3-dihydrospiro[furo[2,3-g][1,4]benzodioxine-8,3′-indol]-2′(1′H)-one), ClCC=1C(=NC=CC1)C(F)(F)F (3-(chloromethyl)-2-(trifluoromethyl)pyridine), N1C([C@]2(C3=CC=CC=C13)COC1=CC3=C(OCCO3)C=C12)=O ((8S)-2,3-dihydrospiro[furo[2,3-g][1,4]benzodioxine-8,3′-indol]-2′(1′H)-one). Product: N1=C(C=NC=C1)CN1C([C@]2(C3=CC=CC=C13)COC1=CC3=C(OCCO3)C=C12)=O ((8S)-1′-(pyrazin-2-ylmethyl)-2,3-dihydrospiro[furo[2,3-g][1,4]benzodioxine-8,3′-indol]-2′(1′H)-one). As a reaction SMILES: Cl[CH2:2][C:3]1[CH:8]=[N:7][CH:6]=[CH:5][N:4]=1.ClCC1C(C(F)(F)F)=NC=CC=1.[NH:21]1[C:29]2[C:24](=[CH:25][CH:26]=[CH:27][CH:28]=2)[C@@:23]2([C:41]3[C:32](=[CH:33][C:34]4[O:39][CH2:38][CH2:37][O:36][C:35]=4[CH:40]=3)[O:31][CH2:30]2)[C:22]1=[O:42].N1C2C(=CC=CC=2)C2(C3C(=CC4OCCOC=4C=3)OC2)C1=O>>[N:4]1[CH:5]=[CH:6][N:7]=[CH:8][C:3]=1[CH2:2][N:21]1[C:29]2[C:24](=[CH:25][CH:26]=[CH:27][CH:28]=2)[C@@:23]2([C:41]3[C:32](=[CH:33][C:34]4[O:39][CH2:38][CH2:37][O:36][C:35]=4[CH:40]=3)[O:31][CH2:30]2)[C:22]1=[O:42]. Reported procedure: Following the procedure as described in Example 5.9, making non-critical variations using 2-(chloromethyl)pyrazine to replace 3-(chloromethyl)-2-(trifluoromethyl)pyridine, and (8S)-2,3-dihydrospiro[furo[2,3-g][1,4]benzodioxine-8,3′-indol]-2′(1′H)-one to replace 2,3-dihydrospiro[furo[2,3-g][1,4]benzodioxine-8,3′-indol]-2′(1′H)-one, (8S)-1′-(pyrazin-2-ylmethyl)-2,3-dihydrospiro[furo[2,3-g][1,4]benzodioxine-8,3′-indol]-2′(1′H)-one was obtained (62%) as a colorless solid: mp 216-218° C.; 1H NMR (300... Reactants: ClC(=O)OC (methyl chloroformate), O (Water), C[Si]([N-][Si](C)(C)C)(C)C.[Li+] (Lithium hexamethyldisilazide), FC(C1=CC=2C(=NC=CC2)N1)(F)F (2-(trifluoromethyl)-1H-pyrrolo[2,3-b]pyridine). The solvent is C1CCOC1 (THF), ClCCl (dichloromethane). Run at temperature -78 celsius, time 5 minute. Yields the product FC(C1=CC=2C(=NC=CC2)N1C(=O)OC)(F)F (methyl 2-(trifluoromethyl)-1H-pyrrolo[2,3-b]pyridine-1-carboxylate). Yield: 60.6%. RXN SMILES: C[Si](C)(C)[N-][Si](C)(C)C.[Li+].[F:11][C:12]([F:23])([F:22])[C:13]1[NH:21][C:16]2=[N:17][CH:18]=[CH:19][CH:20]=[C:15]2[CH:14]=1.Cl[C:25]([O:27][CH3:28])=[O:26].O>C1COCC1.ClCCl>[F:23][C:12]([F:11])([F:22])[C:13]1[N:21]([C:25]([O:27][CH3:28])=[O:26])[C:16]2=[N:17][CH:18]=[CH:19][CH:20]=[C:15]2[CH:14]=1 |f:0.1|. Procedure: Lithium hexamethyldisilazide (3.6 mL, 3.6 mmol, 1M in THF) was added to a solution of 2-(trifluoromethyl)-1H-pyrrolo[2,3-b]pyridine (0.57 g, 3.04 mmol; see WO 2008/034860) in THF (20 mL) at −78° C. The reaction mixture was stirred at −78° C. for 5 minutes, then warmed up to 0° C. for 30 minutes, and finally warmed to room temperature for another 30 minutes. The mixture was cooled back to −78° C. where methyl chloroformate (0.35 mL, 4.55 mmol) was added dropwise. The mixture was slowly warmed up ... Product: COc1ccc(Cl)cc1Sc1ccc(C(=O)O)cc1. Reactants: CO, CCOC(=O)c1ccc(Sc2cc(Cl)ccc2OC)cc1, Cl, [Li+], [OH-], O. RXN SMILES: [CH3:25][OH:26].[Cl:1][c:2]1[cH:3][cH:4][c:5]([O:20][CH3:21])[c:6]([S:8][c:9]2[cH:10][cH:11][c:12]([C:13](=[O:14])[O:15][CH2:16][CH3:17])[cH:18][cH:19]2)[cH:7]1.[ClH:24].[Li+:22].[OH-:23].[OH2:27]>>[Cl:1][c:2]1[cH:3][cH:4][c:5]([O:20][CH3:21])[c:6]([S:8][c:9]2[cH:10][cH:11][c:12]([C:13](=[O:14])[OH:15])[cH:18][cH:19]2)[cH:7]1. Starting materials: COC=Cc1cc(OC)ccc1Br, CCO, NNc1ccncc1, Cc1ccc(S(=O)(=O)O)cc1. Yields the product COc1ccc(Br)c(CC=NNc2ccncc2)c1. Reaction SMILES: [Br:1][c:2]1[c:3]([CH:10]=[CH:11][O:12][CH3:13])[cH:4][c:5]([O:8][CH3:9])[cH:6][cH:7]1.[CH3:33][CH2:34][OH:35].[NH:14]([NH2:15])[c:16]1[cH:17][cH:18][n:19][cH:20][cH:21]1.[c:22]1([CH3:23])[cH:24][cH:25][c:26]([S:27]([OH:28])(=[O:29])=[O:30])[cH:31][cH:32]1>>[Br:1][c:2]1[c:3]([CH2:10][CH:11]=[N:15][NH:14][c:16]2[cH:17][cH:18][n:19][cH:20][cH:21]2)[cH:4][c:5]([O:8][CH3:9])[cH:6][cH:7]1.